Task: describe an organic reaction: reactants, conditions, products, and yield. Dataset: the Open Reaction Database (ORD), a public repository of structured organic reaction records The reactants are C(C)OC(=O)C=1C2=C(NC1)CCCC(C2=O)=CN(C)C (5-dimethylaminomethylene-4-oxo-1,4,5,6,7,8-hexahydro-cyclohepta[b]pyrrole-3-carboxylic acid ethyl ester), C(C)(=O)O.NN (hydrazine acetate). Yields the product C(C)OC(=O)C1=CNC=2CCCC=3C(C12)=NNC3 (4,5,6,7-Tetrahydro-2H-1,2,7-triaza-cyclopenta[e]azulene-9-carboxylic acid ethyl ester). Reaction SMILES: [CH2:1]([O:3][C:4]([C:6]1[C:7]2[C:15](=O)[C:14](=[CH:17][N:18](C)C)[CH2:13][CH2:12][CH2:11][C:8]=2[NH:9][CH:10]=1)=[O:5])[CH3:2].C(O)(=O)C.[NH2:25]N>>[CH2:1]([O:3][C:4]([C:6]1[C:7]2[C:15]3=[N:25][NH:18][CH:17]=[C:14]3[CH2:13][CH2:12][CH2:11][C:8]=2[NH:9][CH:10]=1)=[O:5])[CH3:2] |f:1.2|. Procedure details: The title compound is prepared in analogous fashion to Example 8 using 5-dimethylaminomethylene-4-oxo-1,4,5,6,7,8-hexahydro-cyclohepta[b]pyrrole-3-carboxylic acid ethyl ester and hydrazine acetate. The crude product mixture is carried into the next step without purification. Electrospray mass spectrum: m/z 246 [M+1]; 1H NMR (DMSO-d6, 300 MHz) δ>13.0 (br s, 1H), 11.65 (br s, 1H), 7.49 (s, 1H), 7.20 (s, 1H), 4.25 (q, J=7.2 Hz, 2H), 2.91 (m, 2H), 2.76 (m, 2H), 1.84 (m, 2H) 1.28 (t, J=7.2 Hz, 3H).